This data is from the Open Reaction Database (ORD), a public repository of structured organic reaction records. The task is: describe an organic reaction: reactants, conditions, products, and yield Starting materials: C(C1=CC=CC=C1)(=O)Cl (Benzoyl chloride), C1=CC=CC=2C3=CC=CC=C3C(C12)COC(=O)N[C@H](C(=O)O)CN ((S)-2-((((9H-fluoren-9-yl)methoxy)carbonyl)amino)-3-aminopropanoic acid). Run in C1CCOC1 (THF), [OH-].[Na+] (NaOH), [OH-].[Na+] (NaOH). Conditions: time 1 hour. Yields the product C1=CC=CC=2C3=CC=CC=C3C(C12)COC(=O)N[C@H](C(=O)O)CNC(C1=CC=CC=C1)=O ((S)-2-((((9H-fluoren-9-yl)methoxy)carbonyl)amino)-3-benzamidopropanoic acid). As a reaction SMILES: [C:1](Cl)(=[O:8])[C:2]1[CH:7]=[CH:6][CH:5]=[CH:4][CH:3]=1.[CH:10]1[C:22]2[CH:21]([CH2:23][O:24][C:25]([NH:27][C@@H:28]([CH2:32][NH2:33])[C:29]([OH:31])=[O:30])=[O:26])[C:20]3[C:15](=[CH:16][CH:17]=[CH:18][CH:19]=3)[C:14]=2[CH:13]=[CH:12][CH:11]=1>C1COCC1.[OH-].[Na+]>[CH:19]1[C:20]2[CH:21]([CH2:23][O:24][C:25]([NH:27][C@@H:28]([CH2:32][NH:33][C:1](=[O:8])[C:2]3[CH:7]=[CH:6][CH:5]=[CH:4][CH:3]=3)[C:29]([OH:31])=[O:30])=[O:26])[C:22]3[C:14](=[CH:13][CH:12]=[CH:11][CH:10]=3)[C:15]=2[CH:16]=[CH:17][CH:18]=1 |f:3.4|. Procedure details: Benzoyl chloride (86 mg, 0.613 mmol) and NaOH (0.735 mL, 0.735 mmol) were dropped at the same time to a stirred solution of (S)-2-((((9H-fluoren-9-yl)methoxy)carbonyl)amino)-3-aminopropanoic acid (200 mg, 0.613 mmol) in THF (1.5 mL) and NaOH (1N, 0.8 mL) at 0° C. The reaction mixture was allowed to stir at rt for 1 h at which time LC-MS showed desired product peak. The reaction solution was acidified with 1N HCl and extracted with EtOAc (60 mL×1). The crude was purified via flash chromatography ... Reactants: COc1ccc(C2CCN(C(=O)N3CCC(Nc4ccc(CCNCC(O)COc5ccc(O[Si](c6ccccc6)(c6ccccc6)C(C)(C)C)cc5)cc4)CC3)CC2)cc1OC1CCCC1, CO, ClC(Cl)Cl. The product is COc1ccc(C2CCN(C(=O)N3CCC(Nc4ccc(CCNCC(O)COc5ccc(O)cc5)cc4)CC3)CC2)cc1OC1CCCC1. Reaction SMILES: [C:1]([Si:2]([c:3]1[cH:4][cH:5][cH:56][cH:57][cH:58]1)([O:6][c:7]1[cH:8][cH:9][c:10]([O:11][CH2:12][CH:13]([CH2:14][NH:15][CH2:16][CH2:17][c:18]2[cH:19][cH:20][c:21]([NH:22][CH:23]3[CH2:24][CH2:25][N:26]([C:29](=[O:30])[N:31]4[CH2:32][CH2:33][CH:34]([c:37]5[cH:38][c:39]([O:45][CH:46]6[CH2:47][CH2:48][CH2:49][CH2:50]6)[c:40]([O:43][CH3:44])[cH:41][cH:42]5)[CH2:35][CH2:36]4)[CH2:27][CH2:28]3)[cH:51][cH:52]2)[OH:53])[cH:54][cH:55]1)[c:59]1[cH:60][cH:61][cH:62][cH:63][cH:64]1)([CH3:65])([CH3:66])[CH3:67].[CH3:68][OH:69].[CH:70]([Cl:71])([Cl:72])[Cl:73]>>[OH:6][c:7]1[cH:8][cH:9][c:10]([O:11][CH2:12][CH:13]([CH2:14][NH:15][CH2:16][CH2:17][c:18]2[cH:19][cH:20][c:21]([NH:22][CH:23]3[CH2:24][CH2:25][N:26]([C:29](=[O:30])[N:31]4[CH2:32][CH2:33][CH:34]([c:37]5[cH:38][c:39]([O:45][CH:46]6[CH2:47][CH2:48][CH2:49][CH2:50]6)[c:40]([O:43][CH3:44])[cH:41][cH:42]5)[CH2:35][CH2:36]4)[CH2:27][CH2:28]3)[cH:51][cH:52]2)[OH:53])[cH:54][cH:55]1.